From a dataset of the Open Reaction Database (ORD), a public repository of structured organic reaction records. describe an organic reaction: reactants, conditions, products, and yield The product is O=C1SC(C(N1)=O)=CC1=CC=C(C=C1)C=1C=C(SC1)CN(C(C1=CC=CC=C1)=O)C (N-{4-[4-(2,4-dioxothiazolidin-5-ylidenemethyl)phenyl]thiophen-2-ylmethyl}-N-methylbenzamide). Isolated yield 76.7%. The solvent is C1(=CC=CC=C1)C (toluene). Reaction SMILES: [CH:1]([C:3]1[CH:8]=[CH:7][C:6]([C:9]2[CH:10]=[C:11]([CH2:14][N:15]([CH3:24])[C:16](=[O:23])[C:17]3[CH:22]=[CH:21][CH:20]=[CH:19][CH:18]=3)[S:12][CH:13]=2)=[CH:5][CH:4]=1)=O.[S:25]1[CH2:29][C:28](=[O:30])[NH:27][C:26]1=[O:31].C([O-])(=O)C.[NH2+]1CCCCC1>C1(C)C=CC=CC=1>[O:31]=[C:26]1[NH:27][C:28](=[O:30])[C:29](=[CH:1][C:3]2[CH:8]=[CH:7][C:6]([C:9]3[CH:10]=[C:11]([CH2:14][N:15]([CH3:24])[C:16](=[O:23])[C:17]4[CH:18]=[CH:19][CH:20]=[CH:21][CH:22]=4)[S:12][CH:13]=3)=[CH:5][CH:4]=2)[S:25]1 |f:2.3|. Reactants: C(=O)C1=CC=C(C=C1)C=1C=C(SC1)CN(C(C1=CC=CC=C1)=O)C (N-[4-(4-formylphenyl)thiophen-2-ylmethyl]-N-methylbenzamide), S1C(NC(C1)=O)=O (2,4-thiazolidinedione), C(C)(=O)[O-].[NH2+]1CCCCC1 (piperidinium acetate). Procedure details: A solution of 4 g (9 mmol) of N-[4-(4-formylphenyl)thiophen-2-ylmethyl]-N-methylbenzamide, 1.1 g (9 mmol) of 2,4-thiazolidinedione and 0.3 g (1.8 mmol) of piperidinium acetate in 40 ml of toluene is refluxed for 2 hours in a Dean-Stark system. The reaction medium is cooled and the precipitate is filtered off under vacuum. 3 g (78%) of N-{4-[4-(2,4-dioxothiazolidin-5-ylidenemethyl)phenyl]thiophen-2-ylmethyl}-N-methylbenzamide are obtained.